This data is from the Open Reaction Database (ORD), a public repository of structured organic reaction records. The task is: describe an organic reaction: reactants, conditions, products, and yield Starting materials: C1COCCO1, CCOC(C)=O, CC(C)c1cc(C(C)C)c(-c2ccccc2P(C2CCCCC2)C2CCCCC2)c(C(C)C)c1, COC(=O)c1ccc(Cl)nc1NC(C)c1ccc(F)cc1, [K+], [K+], [K+], Nc1cnccn1, O=P([O-])([O-])[O-]. The product is COC(=O)c1ccc(Nc2cnccn2)nc1NC(C)c1ccc(F)cc1. As a reaction SMILES: [CH2:77]1[O:78][CH2:79][CH2:80][O:81][CH2:82]1.[CH3:71][CH2:72][O:73][C:74](=[O:75])[CH3:76].[CH:29]1([P:30]([CH:31]2[CH2:32][CH2:33][CH2:34][CH2:35][CH2:36]2)[c:37]2[cH:38][cH:39][cH:40][cH:41][c:42]2-[c:43]2[c:44]([CH:45]([CH3:46])[CH3:47])[cH:48][c:49]([CH:50]([CH3:51])[CH3:52])[cH:53][c:54]2[CH:55]([CH3:56])[CH3:57])[CH2:58][CH2:59][CH2:60][CH2:61][CH2:62]1.[Cl:1][c:2]1[n:3][c:4]([NH:12][CH:13]([CH3:14])[c:15]2[cH:16][cH:17][c:18]([F:21])[cH:19][cH:20]2)[c:5]([C:6](=[O:7])[O:8][CH3:9])[cH:10][cH:11]1.[K+:68].[K+:69].[K+:70].[NH2:22][c:23]1[n:24][cH:25][cH:26][n:27][cH:28]1.[P:63]([O-:64])([O-:65])([O-:66])=[O:67]>>[c:2]1([NH:22][c:23]2[n:24][cH:25][cH:26][n:27][cH:28]2)[n:3][c:4]([NH:12][CH:13]([CH3:14])[c:15]2[cH:16][cH:17][c:18]([F:21])[cH:19][cH:20]2)[c:5]([C:6](=[O:7])[O:8][CH3:9])[cH:10][cH:11]1.